Dataset: the Open Reaction Database (ORD), a public repository of structured organic reaction records. Task: describe an organic reaction: reactants, conditions, products, and yield The reactants are C1=2C(=O)OC(NC1=CC=CC2)=O (Isatoic anhydride), O1CCN(CC1)C1=CC=C(N)C=C1 (4-morpholinoaniline). The solvent is CN(C)C=O (DMF), [Cl-].[Li+] (lithium chloride). Reaction conditions: temperature 115 celsius. The product is NC1=C(C(=O)NC2=CC=C(C=C2)N2CCOCC2)C=CC=C1 (2-amino-N-(4-morpholinophenyl)benzamide). Reaction SMILES: [C:1]12[C:7](=[CH:8][CH:9]=[CH:10][CH:11]=1)[NH:6]C(=O)[O:4][C:2]2=O.[O:13]1[CH2:18][CH2:17][N:16]([C:19]2[CH:25]=[CH:24][C:22]([NH2:23])=[CH:21][CH:20]=2)[CH2:15][CH2:14]1>CN(C=O)C.[Cl-].[Li+]>[NH2:6][C:7]1[CH:8]=[CH:9][CH:10]=[CH:11][C:1]=1[C:2]([NH:23][C:22]1[CH:21]=[CH:20][C:19]([N:16]2[CH2:17][CH2:18][O:13][CH2:14][CH2:15]2)=[CH:25][CH:24]=1)=[O:4] |f:3.4|. Procedure details: Isatoic anhydride (1.63 g, 10 mmol) was dissolved in DMF (40 mL) and added to 4-morpholinoaniline (1.78 g, 10 mmol). The reaction mixture was heated to 115° C. for 2.5 h. It was then cooled to room temperature, diluted with 5% lithium chloride solution (120 mL), and extracted with ethyl acetate (2×200 mL). The combined organic layers were washed with water (100 mL), 10% aqueous sodium hydroxide (100 mL), and water (100 mL). The organic layer was dried over sodium sulfate, filtered, and concentra... Reactants: O=C([O-])[O-], c1ccc(COc2ccc(-c3n[nH]cc3-c3ccncc3)cc2)cc1, [Cs+], [Cs+], FC(F)(F)CI, CN(C)C=O, O. The product is FC(F)(F)Cn1cc(-c2ccncc2)c(-c2ccc(OCc3ccccc3)cc2)n1. RXN SMILES: [C:26](=[O:27])([O-:28])[O-:29].[CH2:1]([c:2]1[cH:3][cH:4][cH:5][cH:6][cH:7]1)[O:8][c:9]1[cH:10][cH:11][c:12](-[c:15]2[n:16][nH:17][cH:18][c:19]2-[c:20]2[cH:21][cH:22][n:23][cH:24][cH:25]2)[cH:13][cH:14]1.[Cs+:30].[Cs+:31].[F:32][C:33]([CH2:34][I:35])([F:36])[F:37].[O:39]=[CH:40][N:41]([CH3:42])[CH3:43].[OH2:38]>>[CH2:1]([c:2]1[cH:3][cH:4][cH:5][cH:6][cH:7]1)[O:8][c:9]1[cH:10][cH:11][c:12](-[c:15]2[n:16][n:17]([CH2:34][C:33]([F:32])([F:36])[F:37])[cH:18][c:19]2-[c:20]2[cH:21][cH:22][n:23][cH:24][cH:25]2)[cH:13][cH:14]1. The reactants are O=C([O-])[O-], COCCOC, Cl, O=S(=O)(OCC(F)(F)C(F)C(F)(F)F)C(F)(F)F, N#CC(C#N)CC(F)(F)C(F)(F)C(F)(F)C(F)F, [K+], [K+]. The product is N#CC(C#N)(CC(F)(F)C(F)C(F)(F)F)CC(F)(F)C(F)(F)C(F)(F)C(F)F. Reaction SMILES: [C:37](=[O:38])([O-:39])[O-:40].[CH3:44][O:45][CH2:46][CH2:47][O:48][CH3:49].[ClH:43].[F:19][C:20]([F:21])([F:22])[S:23]([O:24][CH2:25][C:26]([CH:27]([C:28]([F:29])([F:30])[F:31])[F:32])([F:33])[F:34])(=[O:35])=[O:36].[F:1][C:2]([CH2:3][CH:4]([C:5]#[N:6])[C:7]#[N:8])([C:9]([C:10]([CH:11]([F:12])[F:13])([F:14])[F:15])([F:16])[F:17])[F:18].[K+:41].[K+:42]>>[F:1][C:2]([CH2:3][C:4]([C:5]#[N:6])([C:7]#[N:8])[CH2:25][C:26]([CH:27]([C:28]([F:29])([F:30])[F:31])[F:32])([F:33])[F:34])([C:9]([C:10]([CH:11]([F:12])[F:13])([F:14])[F:15])([F:16])[F:17])[F:18]. Starting materials: O (Water), C(F)(F)(C(F)(F)C(F)(F)C(F)(F)C(F)(F)C(F)(F)C(F)(F)F)C(=O)F (C7F15COF), F (hydrogen fluoride). Product: C(F)(F)(C(F)(F)C(F)(F)C(F)(F)C(F)(F)C(F)(F)C(F)(F)F)C(=O)O (C7F15COOH). Reaction SMILES: [OH2:1].[C:2]([C:24](F)=[O:25])([C:5]([C:8]([C:11]([C:14]([C:17]([C:20]([F:23])([F:22])[F:21])([F:19])[F:18])([F:16])[F:15])([F:13])[F:12])([F:10])[F:9])([F:7])[F:6])([F:4])[F:3].F>>[C:2]([C:24]([OH:25])=[O:1])([C:5]([C:8]([C:11]([C:14]([C:17]([C:20]([F:22])([F:21])[F:23])([F:19])[F:18])([F:15])[F:16])([F:12])[F:13])([F:10])[F:9])([F:6])[F:7])([F:3])[F:4]. Reported procedure: A 500 ml PFA vessel equipped with a stirrer was used. Water (250 g, 13.9 mol) was temperature conditioned to 15° C. within the vessel, following which C7F15COF (125 g, 0.3 mol) having a purity of 99.9 wt % was added dropwise under stirring. The resulting mixture was a solid-liquid dispersed system composed of an aqueous phase containing the hydrogen fluoride that formed in hydrolysis, and a solid phase of the C7F15COOH that formed in hydrolysis. The reactants are S1C2=C(C=C1C=1C(=NC3=CC=CC=C3N1)O[C@@H]1C[C@@H]3N(C([C@H](CCCCC\C=C/[C@H]4[C@](NC3=O)(C4)C(NS(=O)(=O)C4CC4)=O)NC(OC(C)(C)C)=O)=O)C1)C=CC=C2 (tert-butyl (2R,6S,13aS,14aR,16aS,Z)-2-(3-(benzo[b]thiophen-2-yl)quinoxalin-2-yloxy)-14a-(cyclopropylsulfonylcarbamoyl)-5,16-dioxo-1,2,3,5,6,7,8,9,10,11,13a,14,14a,15,16,16a-hexadecahydrocyclopropa[e]pyrrolo[1,2-a][1,4]diazacyclopentadecin-6-ylcarbamate), Cl (HCl). The solvent is C(C)(=O)OCC (ethyl acetate), O1CCOCC1 (dioxane). Run at time 1 hour. The product is Cl.N[C@H]1CCCCC\C=C/[C@H]2[C@](NC([C@H]3N(C1=O)C[C@@H](C3)OC3=NC1=CC=CC=C1N=C3C3=CC1=C(S3)C=CC=C1)=O)(C2)C(=O)NS(=O)(=O)C2CC2 ((2R,6S,13aS,14aR,16aS,Z)-6-amino-2-(3-(benzo[b]thiophen-2-yl)quinoxalin-2-yloxy)-N-(cyclopropylsulfonyl)-5,16-dioxo-1,2,3,5,6,7,8,9,10,11,13a,14,14a,15,16,16a-hexadecahydrocyclopropa[e]pyrrolo[1,2-a][1,4]diazacyclopentadecine-14a-carboxamide hydrochloride). Isolated yield 96.0%. As a reaction SMILES: [S:1]1[C:5]([C:6]2[C:7]([O:16][C@H:17]3[CH2:54][N:20]4[C:21](=[O:53])[C@@H:22]([NH:45]C(=O)OC(C)(C)C)[CH2:23][CH2:24][CH2:25][CH2:26][CH2:27][CH:28]=[CH:29][C@@H:30]5[CH2:35][C@@:31]5([C:36](=[O:44])[NH:37][S:38]([CH:41]5[CH2:43][CH2:42]5)(=[O:40])=[O:39])[NH:32][C:33](=[O:34])[C@@H:19]4[CH2:18]3)=[N:8][C:9]3[C:14]([N:15]=2)=[CH:13][CH:12]=[CH:11][CH:10]=3)=[CH:4][C:3]2[CH:55]=[CH:56][CH:57]=[CH:58][C:2]1=2.[ClH:59]>C(OCC)(=O)C.O1CCOCC1>[ClH:59].[NH2:45][C@@H:22]1[C:21](=[O:53])[N:20]2[CH2:54][C@H:17]([O:16][C:7]3[C:6]([C:5]4[S:1][C:2]5[CH:58]=[CH:57][CH:56]=[CH:55][C:3]=5[CH:4]=4)=[N:15][C:14]4[C:9](=[CH:10][CH:11]=[CH:12][CH:13]=4)[N:8]=3)[CH2:18][C@H:19]2[C:33](=[O:34])[NH:32][C@:31]2([C:36]([NH:37][S:38]([CH:41]3[CH2:42][CH2:43]3)(=[O:39])=[O:40])=[O:44])[CH2:35][C@H:30]2[CH:29]=[CH:28][CH2:27][CH2:26][CH2:25][CH2:24][CH2:23]1 |f:4.5|. Procedure: The product of Example 18 (0.296 g, 0.357 mmol) was dissolved in a mixture of ethyl acetate (1.7 mL) and 4 N HCl in dioxane (1.7 mL) and stirred at room temperature for one hour. The mixture was then evaporated under reduced pressure to provide the title compound (0.262 mg, 96% yield).